Dataset: the Open Reaction Database (ORD), a public repository of structured organic reaction records. Task: describe an organic reaction: reactants, conditions, products, and yield Starting materials: CC(C)CC(C(=O)N1CCN(c2cc(C(F)(F)F)ccn2)CC1C)C1OC(C)(C)OC1=O, CO, NO. The product is CC(C)CC(C(=O)N1CCN(c2cc(C(F)(F)F)ccn2)CC1C)C(O)C(=O)NO. Reaction SMILES: [CH3:1][C:2]1([CH3:7])[O:3][CH:4]([CH:8]([CH2:9][CH:10]([CH3:11])[CH3:12])[C:13](=[O:14])[N:15]2[CH:16]([CH3:31])[CH2:17][N:18]([c:21]3[n:22][cH:23][cH:24][c:25]([C:27]([F:28])([F:29])[F:30])[cH:26]3)[CH2:19][CH2:20]2)[C:5](=[O:32])[O:6]1.[CH3:35][OH:36].[NH2:33][OH:34]>>[OH:3][CH:4]([C:5](=[O:6])[NH:33][OH:34])[CH:8]([CH2:9][CH:10]([CH3:11])[CH3:12])[C:13](=[O:14])[N:15]1[CH:16]([CH3:31])[CH2:17][N:18]([c:21]2[n:22][cH:23][cH:24][c:25]([C:27]([F:28])([F:29])[F:30])[cH:26]2)[CH2:19][CH2:20]1. Reactants: C(C1=CC=CC=C1)[C@H]1N(C(OC1)=O)C([C@@H](C=C)C)=O ((4R)-4-benzyl-3-[(2R)-2-methylbut-3-enoyl]-1,3-oxazolidin-2-one), C(C=C)[Si](C)(C)C (allyltrimethyl silane). The reagents and catalysts are Cl[Ru]([P](C1CCCCC1)(C2CCCCC2)C3CCCCC3)(=CC4=CC=CC=C4)(Cl)=C5N(C6=C(C)C=C(C)C=C6C)CCN5C7=C(C)C=C(C)C=C7C (Grubbs' second generation). Solvent: C(Cl)Cl (DCM). The product is C(C1=CC=CC=C1)[C@H]1N(C(OC1)=O)C([C@@H](\C=C\C[Si](C)(C)C)C)=O ((4R)-4-benzyl-3-[(2R,3E)-2-methyl-5-(trimethylsilyl)pent-3-enoyl]-1,3-oxazolidin-2-one). RXN SMILES: [CH2:1]([C@@H:8]1[CH2:12][O:11][C:10](=[O:13])[N:9]1[C:14](=[O:19])[C@H:15]([CH3:18])[CH:16]=[CH2:17])[C:2]1[CH:7]=[CH:6][CH:5]=[CH:4][CH:3]=1.[CH2:20]([Si:23]([CH3:26])([CH3:25])[CH3:24])C=C>C(Cl)Cl.Cl[Ru](=C1N(C2C(C)=CC(C)=CC=2C)CCN1C1C(C)=CC(C)=CC=1C)(Cl)(=CC1C=CC=CC=1)[P](C1CCCCC1)(C1CCCCC1)C1CCCCC1>[CH2:1]([C@@H:8]1[CH2:12][O:11][C:10](=[O:13])[N:9]1[C:14](=[O:19])[C@H:15]([CH3:18])/[CH:16]=[CH:17]/[CH2:20][Si:23]([CH3:26])([CH3:25])[CH3:24])[C:2]1[CH:3]=[CH:4][CH:5]=[CH:6][CH:7]=1 |^1:62|. Reported procedure: To a solution of (4R)-4-benzyl-3-[(2R)-2-methylbut-3-enoyl]-1,3-oxazolidin-2-one (0.65 mmol, 170 mg) and allyltrimethyl silane (1.9 mmol, 0.31 mL) in DCM (2 mL) at reflux was added 5 mol % of Grubbs' second generation catalyst (28 mg). After 72 hrs the solvent was removed in vacuo. The crude product was purified by column chromatography to a colourless oil. (83 mg, 77%) E/Z 3:1. NMR data of the mixture of E/Z isomers. 1H NMR (400 MHz, CDCl3): δ=7.21-7.36 (m, 5H), 5.64 (dt, J=8.1, 15.4, 1H), 5.41... Starting materials: O=C([O-])[O-], Fc1cc(Cl)c(F)nc1F, N#Cc1cc(O)cc(Cl)c1, [K+], [K+], CN(C)C=O, O. Product: N#Cc1cc(Cl)cc(Oc2nc(F)c(Cl)cc2F)c1. As a reaction SMILES: [C:21](=[O:22])([O-:23])[O-:24].[Cl:11][c:12]1[c:13]([F:20])[n:14][c:15]([F:19])[c:16]([F:18])[cH:17]1.[Cl:1][c:2]1[cH:3][c:4]([OH:10])[cH:5][c:6]([C:8]#[N:9])[cH:7]1.[K+:25].[K+:26].[O:28]=[CH:29][N:30]([CH3:31])[CH3:32].[OH2:27]>>[Cl:1][c:2]1[cH:3][c:4]([O:10][c:15]2[n:14][c:13]([F:20])[c:12]([Cl:11])[cH:17][c:16]2[F:18])[cH:5][c:6]([C:8]#[N:9])[cH:7]1. Starting materials: C1(C=2C(C(N1)=O)=CC=CC2)=O (phthalimide), C(CCC)P(CCCC)CCCC (tri-n-butylphosphine), N(=NC(=O)N(C)C)C(=O)N(C)C (1,1′-azobis(N,N′-dimethylformamide)), C1(=CC=C2C=CC=CC=C12)C(C)O (1-(azulen-1-yl)ethanol). Solvent: C1CCOC1 (THF). Yields the product C1(=CC=C2C=CC=CC=C12)C(C)N1C(C2=CC=CC=C2C1=O)=O (2-[1-(azulen-1-yl)ethyl]-isoindole-1,3-dione). As a reaction SMILES: [C:1]1([CH:11](O)[CH3:12])[C:10]2[C:4]([CH:5]=[CH:6][CH:7]=[CH:8][CH:9]=2)=[CH:3][CH:2]=1.[C:14]1(=[O:24])[NH:18][C:17](=[O:19])[C:16]2=[CH:20][CH:21]=[CH:22][CH:23]=[C:15]12.C(P(CCCC)CCCC)CCC.N(C(N(C)C)=O)=NC(N(C)C)=O>C1COCC1>[C:1]1([CH:11]([N:18]2[C:14](=[O:24])[C:15]3[C:16](=[CH:20][CH:21]=[CH:22][CH:23]=3)[C:17]2=[O:19])[CH3:12])[C:10]2[C:4]([CH:5]=[CH:6][CH:7]=[CH:8][CH:9]=2)=[CH:3][CH:2]=1. Reported procedure: The crude 1-(azulen-1-yl)ethanol prepared in Example 72, Step A was dissolved in dehydrated THF (380 mL), and stirred with cooling on ice under nitrogen atmosphere. This reaction mixture was added with phthalimide (45.0 g, Kanto Kagaku), tri-n-butylphosphine (37.7 mL, Kanto Kagaku), and 1,1′-azobis(N,N′-dimethylformamide) (26.3 g, Midori Kagaku), and stirred at room temperature for 16 hours under nitrogen atmosphere. The solid was removed by filtration, and the filtrate was concentrated under re... Reactants: CC(=O)O, C1CCNC1, ClCCCl, O=C1CCc2ccc([N+](=O)[O-])cc2CC1. Reaction SMILES: [C:21]([OH:22])(=[O:23])[CH3:24].[CH2:1]1[CH2:2][CH2:3][NH:4][CH2:5]1.[Cl:25][CH2:26][CH2:27][Cl:28].[N+:6](=[O:7])([O-:8])[c:9]1[cH:10][cH:11][c:12]2[c:13]([cH:20]1)[CH2:14][CH2:15][C:16](=[O:19])[CH2:17][CH2:18]2>>[CH2:1]1[CH2:2][CH2:3][N:4]([CH:16]2[CH2:15][CH2:14][c:13]3[c:12]([cH:11][cH:10][c:9]([N+:6](=[O:7])[O-:8])[cH:20]3)[CH2:18][CH2:17]2)[CH2:5]1. The product is O=[N+]([O-])c1ccc2c(c1)CCC(N1CCCC1)CC2. Starting materials: BrC1=CC=C(C=C1)N=C=S (4-Bromophenyl isothiocyanate), C(C)N=C=O (ethyl isocyanate), Cl (HCl), [O-][Mn](=O)(=O)=O.[K+] (KMnO4). The product is BrC1=CC=C(C=C1)N1C(N(SC1=O)CC)=O ((4-Bromophenyl)-2-ethyl-1,2,4-thiadiazolidine-3,5-dione). Reaction SMILES: [Br:1][C:2]1[CH:7]=[CH:6][C:5]([N:8]=[C:9]=[S:10])=[CH:4][CH:3]=1.Cl.[O-:12][Mn](=O)(=O)=O.[K+].[CH2:18]([N:20]=[C:21]=[O:22])[CH3:19]>>[Br:1][C:2]1[CH:7]=[CH:6][C:5]([N:8]2[C:9](=[O:12])[S:10][N:20]([CH2:18][CH3:19])[C:21]2=[O:22])=[CH:4][CH:3]=1 |f:2.3|. Procedure details: Reagents: 4-Bromophenyl isothiocyanate (1.4 g, 6.5 mmol), 35% HCl (3.1 ml), KMnO4 (0.5 g), ethyl isocyanate (0.51 ml, 6.5 mmol).